Dataset: the Open Reaction Database (ORD), a public repository of structured organic reaction records. Task: describe an organic reaction: reactants, conditions, products, and yield Starting materials: ice water, [Cl-].[Cl-].[Cl-].[Al+3] (aluminium trichloride), [H-].[Al+3].[Li+].[H-].[H-].[H-] (lithium aluminium hydride), FC=1C=CC(=C(C1)CC#N)OC ((5-fluoro-2-methoxyphenyl)acetonitrile), [OH-].[Na+] (sodium hydroxide). Run in C1CCOC1 (THF). Run at temperature 0 celsius, time 2 hour. The product is FC=1C=CC(=C(C1)CCN)OC (2-(5-Fluoro-2-methoxyphenyl)ethylamine). Reaction SMILES: [Cl-].[Cl-].[Cl-].[Al+3].[H-].[Al+3].[Li+].[H-].[H-].[H-].[F:11][C:12]1[CH:13]=[CH:14][C:15]([O:21][CH3:22])=[C:16]([CH2:18][C:19]#[N:20])[CH:17]=1.[OH-].[Na+]>C1COCC1>[F:11][C:12]1[CH:13]=[CH:14][C:15]([O:21][CH3:22])=[C:16]([CH2:18][CH2:19][NH2:20])[CH:17]=1 |f:0.1.2.3,4.5.6.7.8.9,11.12|. Reported procedure: Under argon, 17.6 g (132 mmol) of aluminium trichloride are dissolved in THF, and the mixture is cooled to 0° C. 87 ml of lithium aluminium hydride solution (1M in THF) are slowly added dropwise. A solution of 14.5 g (87.8 mmol) of (5-fluoro-2-methoxyphenyl)acetonitrile in 100 ml is added slowly. The reaction mixture is stirred at RT for 2 hours. At 0° C., ice/water is then added, the mixture is made alkaline using sodium hydroxide solution and extracted with ethyl acetate and the extract is dri... The reactants are C(C1=CC=CC=C1)OC1=C(C=O)C=C(C=C1)Br (2-benzyloxy-5-bromobenzaldehyde), Cl.CN (methylamine hydrochloride), C(#N)[BH3-].[Na+] (sodium cyanoborohydride). Product: C(C1=CC=CC=C1)OC1=C(CNC)C=C(C=C1)Br (N-(2-Benzyloxy-5-bromo benzyl)-N-methylamine). As a reaction SMILES: [CH2:1]([O:8][C:9]1[CH:16]=[CH:15][C:14]([Br:17])=[CH:13][C:10]=1[CH:11]=O)[C:2]1[CH:7]=[CH:6][CH:5]=[CH:4][CH:3]=1.Cl.CN.[C:21]([BH3-])#[N:22].[Na+]>>[CH2:1]([O:8][C:9]1[CH:16]=[CH:15][C:14]([Br:17])=[CH:13][C:10]=1[CH2:11][NH:22][CH3:21])[C:2]1[CH:7]=[CH:6][CH:5]=[CH:4][CH:3]=1 |f:1.2,3.4|. Procedure: In a manner similar to that of Example 75(b), by reacting 22.5 g (77 mmol) of 2-benzyloxy-5-bromobenzaldehyde, 26.1 g (386 mmol) of methylamine hydrochloride and 7.3 g (116 mmol) of sodium cyanoborohydride, and after purification by chromatography on a column of silica eluted with a dichloromethane/methanol mixture (9/1) and 0.5% isopropylamine, 12.2 g (51%) of the expected product are obtained in the form of a pale yellow oil. As a reaction SMILES: [CH3:24][CH2:25][O:26][C:27]([CH3:28])=[O:29].[CH:1](=[O:2])[c:3]1[cH:4][c:5]([N+:19]([O-:20])=[O:21])[c:6]([N:9]2[CH2:10][CH2:11][CH:12]([C:15](=[O:16])[O:17][CH3:18])[CH2:13][CH2:14]2)[cH:7][cH:8]1.[H:22][H:23]>>[CH:1](=[O:2])[c:3]1[cH:4][c:5]([NH2:19])[c:6]([N:9]2[CH2:10][CH2:11][CH:12]([C:15](=[O:16])[O:17][CH3:18])[CH2:13][CH2:14]2)[cH:7][cH:8]1. Yields the product COC(=O)C1CCN(c2ccc(C=O)cc2N)CC1. Reactants: CCOC(C)=O, COC(=O)C1CCN(c2ccc(C=O)cc2[N+](=O)[O-])CC1, [H][H]. Reactants: CCOC(=O)c1ccc(CCN2CCN(CC(C)Oc3ccc([N+](=O)[O-])cc3)CC2)cc1, CCO, Cl, Cl, Cl. Yields the product CCOC(=O)c1ccc(CCN2CCN(CC(C)Oc3ccc(N)cc3)CC2)cc1. RXN SMILES: [CH2:3]([CH3:4])[O:5][C:6](=[O:7])[c:8]1[cH:9][cH:10][c:11]([CH2:12][CH2:13][N:14]2[CH2:15][CH2:16][N:17]([CH2:20][CH:21]([CH3:22])[O:23][c:24]3[cH:25][cH:26][c:27]([N+:30]([O-:31])=[O:32])[cH:28][cH:29]3)[CH2:18][CH2:19]2)[cH:33][cH:34]1.[CH3:36][CH2:37][OH:38].[ClH:1].[ClH:2].[ClH:35]>>[CH2:3]([CH3:4])[O:5][C:6](=[O:7])[c:8]1[cH:9][cH:10][c:11]([CH2:12][CH2:13][N:14]2[CH2:15][CH2:16][N:17]([CH2:20][CH:21]([CH3:22])[O:23][c:24]3[cH:25][cH:26][c:27]([NH2:30])[cH:28][cH:29]3)[CH2:18][CH2:19]2)[cH:33][cH:34]1.